From a dataset of the Open Reaction Database (ORD), a public repository of structured organic reaction records. describe an organic reaction: reactants, conditions, products, and yield Reactants: ClCCOCCC (2-chloroethylpropylether), C([O-])([O-])=O.[K+].[K+] (potassium carbonate), [I-].[Na+] (sodium iodide), BrC1=C(C=C(C=C1)O)C (4-bromo-3-methylphenol). Solvent: CN(C)C=O (DMF), O (water). Reaction conditions: temperature 90 celsius, time 10 hour. Yields the product BrC1=C(C=C(C=C1)OCCOCCC)C (4-bromo-3-methyl-1-(2-propoxyethoxy)benzene). As a reaction SMILES: [Br:1][C:2]1[CH:7]=[CH:6][C:5]([OH:8])=[CH:4][C:3]=1[CH3:9].C(=O)([O-])[O-].[K+].[K+].[I-].[Na+].Cl[CH2:19][CH2:20][O:21][CH2:22][CH2:23][CH3:24]>CN(C=O)C.O>[Br:1][C:2]1[CH:7]=[CH:6][C:5]([O:8][CH2:19][CH2:20][O:21][CH2:22][CH2:23][CH3:24])=[CH:4][C:3]=1[CH3:9] |f:1.2.3,4.5|. Reported procedure: In DMF (120 ml) was dissolved 4-bromo-3-methylphenol (12 g). To the mixture were added potassium carbonate (11.5 g) and sodium iodide (9.6 g) and then added dropwise 2-chloroethylpropylether (9.7 ml), and the mixture was stirred at 90° C. for 10 hours and cooled to room temperature. The reaction mixture was added to water, and the mixture was extracted with ethyl acetate, washed with saturated brine and dried with magnesium sulfate. Under reduced pressure, the solvent was evaporated, and the res... Starting materials: Cc1ccccc1, ClCCl, Cl, O=C(c1ccc(F)cc1)C(F)(F)C(F)(F)F, [Na+], [Na+], C1COCCO1, O, O=S([O-])S(=O)(=O)[O-]. Product: OC(c1ccc(F)cc1)C(F)(F)C(F)(F)F. RXN SMILES: [CH3:34][c:35]1[cH:36][cH:37][cH:38][cH:39][cH:40]1.[Cl:41][CH2:42][Cl:43].[ClH:17].[F:1][C:2]([C:3](=[O:4])[c:5]1[cH:6][cH:7][c:8]([F:11])[cH:9][cH:10]1)([C:12]([F:13])([F:14])[F:15])[F:16].[Na+:25].[Na+:26].[O:27]1[CH2:28][CH2:29][O:30][CH2:31][CH2:32]1.[OH2:33].[S:18]([S:19]([O-:20])=[O:21])([O-:22])(=[O:23])=[O:24]>>[F:1][C:2]([CH:3]([OH:4])[c:5]1[cH:6][cH:7][c:8]([F:11])[cH:9][cH:10]1)([C:12]([F:13])([F:14])[F:15])[F:16]. As a reaction SMILES: [C:1]([O:2][C:3](=[O:4])[NH:7][C:8]1([c:11]2[n:12][cH:13][c:14](-[c:17]3[n:18][o:19][c:20]([CH:22]4[CH2:23][CH2:24]4)[n:21]3)[cH:15][cH:16]2)[CH2:9][CH2:10]1)([CH3:5])([CH3:6])[CH3:25].[CH3:27][CH2:28][O:29][CH2:30][CH3:31].[Cl:32][CH2:33][Cl:34].[ClH:26]>>[ClH:26].[NH2:7][C:8]1([c:11]2[n:12][cH:13][c:14](-[c:17]3[n:18][o:19][c:20]([CH:22]4[CH2:23][CH2:24]4)[n:21]3)[cH:15][cH:16]2)[CH2:9][CH2:10]1. Yields the product Cl, NC1(c2ccc(-c3noc(C4CC4)n3)cn2)CC1. Starting materials: CC(C)(C)OC(=O)NC1(c2ccc(-c3noc(C4CC4)n3)cn2)CC1, CCOCC, ClCCl, Cl. The reactants are CC1=C(C(=CC(=C1)[N+](=O)[O-])C)N1C(C(=CC=C1)CCO)=O (1-(2,6-dimethyl-4-nitrophenyl)-3-(2-hydroxyethyl)pyridin-2(1H)-one), C(C)(C)(C)[Si](C1=CC=CC=C1)(C1=CC=CC=C1)Cl (tert-butyl(chloro)diphenylsilane). Yields the product [Si](C1=CC=CC=C1)(C1=CC=CC=C1)(C(C)(C)C)OCCC=1C(N(C=CC1)C1=C(C=C(C=C1C)[N+](=O)[O-])C)=O (3-(2-{[tert-butyl(diphenyl)silyl]oxy}ethyl)-1-(2,6-dimethyl-4-nitrophenyl)pyridin-2(1H)-one). RXN SMILES: [CH3:1][C:2]1[CH:7]=[C:6]([N+:8]([O-:10])=[O:9])[CH:5]=[C:4]([CH3:11])[C:3]=1[N:12]1[CH:17]=[CH:16][CH:15]=[C:14]([CH2:18][CH2:19][OH:20])[C:13]1=[O:21].[C:22]([Si:26](Cl)([C:33]1[CH:38]=[CH:37][CH:36]=[CH:35][CH:34]=1)[C:27]1[CH:32]=[CH:31][CH:30]=[CH:29][CH:28]=1)([CH3:25])([CH3:24])[CH3:23]>>[Si:26]([O:20][CH2:19][CH2:18][C:14]1[C:13](=[O:21])[N:12]([C:3]2[C:2]([CH3:1])=[CH:7][C:6]([N+:8]([O-:10])=[O:9])=[CH:5][C:4]=2[CH3:11])[CH:17]=[CH:16][CH:15]=1)([C:22]([CH3:25])([CH3:24])[CH3:23])([C:33]1[CH:34]=[CH:35][CH:36]=[CH:37][CH:38]=1)[C:27]1[CH:32]=[CH:31][CH:30]=[CH:29][CH:28]=1. Reported procedure: To prepare the compound of the Formula (Ia), 3-bromopyridin-2(1H)-one (III) is reacted with 1-fluoro-2,5-dimethyl-4-nitrobenzene (IV) to give 3-bromo-1-(2,6-dimethyl-4-nitrophenyl)pyridin-2(1H)-one (V). Then, (V) is converted with tributylvinyl tin and tetrakis(triphenylphosphine)palladium into 1-(2,6-dimethyl-4-nitrophenyl)-3-vinylpyridin-2(1H)-one (VI). Hydroboration and oxidation of (VI) produces 1-(2,6-dimethyl-4-nitrophenyl)-3-(2-hydroxyethyl)pyridin-2(1H)-one (VII). In order to protect the... Yields the product ClC1=C(C(=CC=C1)F)C=1NC(N(N1)C1=CC=C(C=C1)C#C[Si](C)(C)C)=O (5-(2-chloro-6-fluorophenyl)-2-{4-[(trimethylsilyl)ethynyl]phenyl}-2,4-dihydro-3H-1,2,4-triazol-3-one). Reported procedure: To a solution of 5-(2-chloro-6-fluorophenyl)-2-(4-iodophenyl)-2,4-dihydro-3H-1,2,4-triazol-3-one (0.200 g, 0.483 mmol) in DMSO (2 mL) was added ethynyl(trimethyl)silane (0.071 g, 0.724 mmol), copper iodide (0.005 g, 0.007 mmol), bis(triphenylphosphine) palladium(II) chloride (0.200 g, mmol) and TEA (2.0 mL). The reaction mass was stirred at RT for 24 h. The reaction mass was quenched in water and neutralized with dilute acetic acid and extracted with DCM. The organic layer was dried over anhydro... Reactants: ClC1=C(C(=CC=C1)F)C=1NC(N(N1)C1=CC=C(C=C1)I)=O (5-(2-chloro-6-fluorophenyl)-2-(4-iodophenyl)-2,4-dihydro-3H-1,2,4-triazol-3-one), C(#C)[Si](C)(C)C (ethynyl(trimethyl)silane), TEA. Reagents/catalysts: [Cu](I)I (copper iodide), [Pd](Cl)Cl.C1(=CC=CC=C1)P(C1=CC=CC=C1)C1=CC=CC=C1.C1(=CC=CC=C1)P(C1=CC=CC=C1)C1=CC=CC=C1 (bis(triphenylphosphine) palladium(II) chloride). The solvent is CS(=O)C (DMSO). The yield is 107.3%. Run at time 24 hour. Reaction SMILES: [Cl:1][C:2]1[CH:7]=[CH:6][CH:5]=[C:4]([F:8])[C:3]=1[C:9]1[NH:10][C:11](=[O:21])[N:12]([C:14]2[CH:19]=[CH:18][C:17](I)=[CH:16][CH:15]=2)[N:13]=1.[C:22]([Si:24]([CH3:27])([CH3:26])[CH3:25])#[CH:23]>CS(C)=O.[Cu](I)I.[Pd](Cl)Cl.C1(P(C2C=CC=CC=2)C2C=CC=CC=2)C=CC=CC=1.C1(P(C2C=CC=CC=2)C2C=CC=CC=2)C=CC=CC=1>[Cl:1][C:2]1[CH:7]=[CH:6][CH:5]=[C:4]([F:8])[C:3]=1[C:9]1[NH:10][C:11](=[O:21])[N:12]([C:14]2[CH:19]=[CH:18][C:17]([C:23]#[C:22][Si:24]([CH3:27])([CH3:26])[CH3:25])=[CH:16][CH:15]=2)[N:13]=1 |f:4.5.6|. The reactants are N1(CCOCC1)CCCC=1N=[N+](C2=C(N1)C=C1CCCC1=C2)[O-] (3-[3-(4-Morpholinyl)propyl]-7,8-dihydro-6H-indeno[5,6-e][1,2,4]triazine 1-Oxide), 1,4-dioxide, CO.C(Cl)Cl (MeOH DCM). Product: N1(CCOCC1)CCCC=1N=[N+](C2=C([N+]1[O-])C=C1CCCC1=C2)[O-] (3-[3-(4-Morpholinyl)propyl]-7,8-dihydro-6H-indeno[5,6-e][1,2,4]triazine 1,4-Dioxide). As a reaction SMILES: [N:1]1([CH2:7][CH2:8][CH2:9][C:10]2[N:11]=[N+:12]([O-:23])[C:13]3[CH:22]=[C:21]4[C:17]([CH2:18][CH2:19][CH2:20]4)=[CH:16][C:14]=3[N:15]=2)[CH2:6][CH2:5][O:4][CH2:3][CH2:2]1.C[OH:25].C(Cl)Cl>>[N:1]1([CH2:7][CH2:8][CH2:9][C:10]2[N:11]=[N+:12]([O-:23])[C:13]3[CH:22]=[C:21]4[C:17]([CH2:18][CH2:19][CH2:20]4)=[CH:16][C:14]=3[N+:15]=2[O-:25])[CH2:6][CH2:5][O:4][CH2:3][CH2:2]1 |f:1.2|. Procedure details: H2O2 (70%, 2.8 mL, ca. 56 mmol) was added dropwise to a stirred solution of TFM (7.9 mL, 56 mmol) in DCM (20 mL) at 0° C. The solution was stirred at 0° C. for 5 min, warmed to 20° C. for 10 min, then cooled to 0° C. The solution was added to a solution of 1-oxide 76 (1.76 g, 5.6 mmol) and TFA (2.2 mL, 28 mmol) in DCM (40 mL) at 0° C. and the solution was stirred at 20° C. for 6 h. Dilute aqueous NH3 solution (40 mL) was added and the mixture stirred vigorously for 30 min and then extracted with... The reactants are ClC1=NC=CC=C1O (2-chloro-3-pyridinol), ClC=1C(=CC2=C(C=C(C(O2)C(F)(F)F)C(=O)OCC)C1)F (ethyl 6-chloro-7-fluoro-2-(trifluoromethyl)-2H-1-benzopyran-3-carboxylate). Yields the product ClC=1C(=CC2=C(C=C(C(O2)C(F)(F)F)C(=O)O)C1)OC=1C(=NC=CC1)Cl (6-Chloro-7-[(2-chloro-3-pyridinyl)oxy]-2-(trifluoromethyl)-2H-1-benzopyran-3-carboxylic Acid). As a reaction SMILES: [Cl:1][C:2]1[C:7]([OH:8])=[CH:6][CH:5]=[CH:4][N:3]=1.[Cl:9][C:10]1[C:11](F)=[CH:12][C:13]2[O:18][CH:17]([C:19]([F:22])([F:21])[F:20])[C:16]([C:23]([O:25]CC)=[O:24])=[CH:15][C:14]=2[CH:28]=1>>[Cl:9][C:10]1[C:11]([O:8][C:7]2[C:2]([Cl:1])=[N:3][CH:4]=[CH:5][CH:6]=2)=[CH:12][C:13]2[O:18][CH:17]([C:19]([F:21])([F:20])[F:22])[C:16]([C:23]([OH:25])=[O:24])=[CH:15][C:14]=2[CH:28]=1. Reported procedure: The title compound was prepared from 2-chloro-3-pyridinol and ethyl 6-chloro-7-fluoro-2-(trifluoromethyl)-2H-1-benzopyran-3-carboxylate (Example 183, Step 2) via a procedure similar to that described in Example 183, Steps 3 and 4: mp 213.4-216.2° C. 1H NMR (acetone-d6/300 MHz) 8.33 (m, 1H), 7.91 (s, 1H), 7.76 (s, 1H), 7.64 (m, 1H), 7.53 (m, 1H), 6.67 (s, 1H), 5.85 (q, 1H, J=7.0 Hz). 19F NMR (acetone-d6/282 MHz) −79.4 (d, J=7.2 Hz). ESHRMS m/z 405.9890 (M+H, Calc'd 405.9861). Anal. Calc'd for C16... Starting materials: COC=1C=C(CCO[C@@H]2[C@@H](CCCC2)O)C=CC1OC ((±)-CIS-2-(3,4-DIMETHOXYPHENETHOXY)CYCLOHEXAN-1-OL), N1=CC=CC=C1 (pyridine), [N+](=O)([O-])C1=CC=C(C=C1)S(=O)(=O)Cl (4-nitro-benzenesulfonyl chloride). The solvent is ClCCl (dichloromethane), ClCCl (dichloromethane). As a reaction SMILES: [CH3:1][O:2][C:3]1[CH:4]=[C:5]([CH:16]=[CH:17][C:18]=1[O:19][CH3:20])[CH2:6][CH2:7][O:8][C@H:9]1[CH2:14][CH2:13][CH2:12][CH2:11][C@H:10]1[OH:15].N1C=CC=CC=1.[N+:27]([C:30]1[CH:35]=[CH:34][C:33]([S:36](Cl)(=[O:38])=[O:37])=[CH:32][CH:31]=1)([O-:29])=[O:28]>ClCCl>[N+:27]([C:30]1[CH:31]=[CH:32][C:33]([S:36]([O:15][C@@H:10]2[CH2:11][CH2:12][CH2:13][CH2:14][C@@H:9]2[O:8][CH2:7][CH2:6][C:5]2[CH:16]=[CH:17][C:18]([O:19][CH3:20])=[C:3]([O:2][CH3:1])[CH:4]=2)(=[O:38])=[O:37])=[CH:34][CH:35]=1)([O-:29])=[O:28]. The product is [N+](=O)([O-])C1=CC=C(C=C1)S(=O)(=O)O[C@H]1[C@H](CCCC1)OCCC1=CC(=C(C=C1)OC)OC ((±)-CIS-2-(3,4-DIMETHOXYPHENETHOXY)CYCLOHEXYL 4-NITROBENZENESULFONATE). Run at temperature 0 celsius, time 30 minute. Yield: 72.9%. Reported procedure: A 10-mL round bottom flask under nitrogen atmosphere was charged with cis-2-(3,4-dimethoxyphenethoxy)cyclohexan-1-ol (13) (80 mg, 0.28 mmol), anhydrous dichloromethane (3 mL), and anhydrous pyridine (70 μL, 0.86 mmol). After the reaction mixture was cooled to 0° C., a solution of 4-nitro-benzenesulfonyl chloride (95 mg, 0.43 mmol) in anhydrous dichloromethane (1.5 mL) was added dropwise. The reaction was stirred at 0° C. for 30 minutes, and then at room temperature until total consumption of all...